This data is from the Open Reaction Database (ORD), a public repository of structured organic reaction records. The task is: describe an organic reaction: reactants, conditions, products, and yield Reactants: C(=O)(O)[O-].[Na+] (NaHCO3), ClC=1C=CC(=C(C1)S(=O)(=O)Cl)OC (5-chloro-2-methoxybenzenesulfonyl chloride), O.C1(=CC(O)=CC(C)=C1)O (orcinol monohydrate), ClC=1C=CC(=C(C1)S(=O)(=O)Cl)OC (5-chloro-2-methoxybenzenesulfonyl chloride). The solvent is C(CCC)OCCCC (di-n-butyl ether), O1CCCC1 (tetrahydrofuran). Yields the product ClC=1C=CC(=C(C1)S(=O)(=O)OC=1C=C(C=C(C1)C)O)OC (3-(5-Chloro-2-methoxyphenylsulfonyloxy)-5-methylphenol). Isolated yield 349.1%. As a reaction SMILES: C([O-])(O)=O.[Na+].[Cl:6][C:7]1[CH:8]=[CH:9][C:10]([O:17][CH3:18])=[C:11]([S:13](Cl)(=[O:15])=[O:14])[CH:12]=1.O.[C:20]1([OH:28])[CH:27]=[C:25]([CH3:26])[CH:24]=[C:22]([OH:23])[CH:21]=1>C(OCCCC)CCC.O1CCCC1>[Cl:6][C:7]1[CH:8]=[CH:9][C:10]([O:17][CH3:18])=[C:11]([S:13]([O:23][C:22]2[CH:21]=[C:20]([OH:28])[CH:27]=[C:25]([CH3:26])[CH:24]=2)(=[O:15])=[O:14])[CH:12]=1 |f:0.1,3.4|. Procedure details: Saturated aqueous NaHCO3 (70 mL) was added to a solution of 5-chloro-2-methoxybenzenesulfonyl chloride (3.83 g, 15.9 mmol) and orcinol monohydrate (3.39 g, 23.9 mmol) in di-n-butyl ether (53 mL) and tetrahydrofuran (17 mL). The biphasic solution was mixed vigorously at 50° C. for 7 h and then at ambient temperature overnight. The reaction mixture was combined with that from a previous reaction (which used 4.53 g [18.8 mmol] of 5-chloro-2-methoxybenzenesulfonyl chloride), the layers were separate... The reactants are C(C)(=O)OCC (Ethyl acetate), NC=1C=C(C(=O)O)C=CC1Cl (3-Amino-4-chlorobenzoic acid), C([O-])([O-])=O (carbonate), CI (methyl iodide). Solvent: C(C)OCC (diethyl ether), CN(C=O)C (N,N-dimethylformamide). Reaction conditions: time 2 hour. The product is NC=1C=C(C(=O)OC)C=CC1Cl (Methyl 3-amino-4-chlorobenzoate). Isolated yield 96.4%. As a reaction SMILES: [NH2:1][C:2]1[CH:3]=[C:4]([CH:8]=[CH:9][C:10]=1[Cl:11])[C:5]([OH:7])=[O:6].[C:12](=O)([O-])[O-].CI.C(OCC)(=O)C>CN(C)C=O.C(OCC)C>[NH2:1][C:2]1[CH:3]=[C:4]([CH:8]=[CH:9][C:10]=1[Cl:11])[C:5]([O:7][CH3:12])=[O:6]. Reported procedure: 3-Amino-4-chlorobenzoic acid (20.9 g, 0.122 mol) and cecium carbonate (79.5 g, 0.244 mol) were suspended in N,N-dimethylformamide (500 mL), and methyl iodide (7.60 mL, 0.122 mol) was added thereto, and then the reaction mixture was stirred under argon atmosphere at room temperature for 2 hours. Ethyl acetate (250 mL) and diethyl ether (500 mL) were added to the reaction mixture and then the whole was washed with water (1 L). The aqueous layer was extracted with ethyl acetate/diethylether (2/1) (... Starting materials: BrCCCl (1-bromo-2-chloroethane), C(C)(C)NC(C)C (di-iso-propylamine), ClCCOC1=CC=C(C=C1)C=1N=C2N(C=CC=C2C)C1 (2-(4-chloroethoxyphenyl)-8-methylimidazo[1,2-a]pyridine). Yields the product C(C)(C)N(C(C)C)CCOC1=CC=C(C=C1)C=1N=C2N(C=CC=C2C)C1 (2-(4-Diisopropylaminoethoxyphenyl)-8-methylimidazo[1,2-a]pyridine), 2-(4-Chloroethoxyphenyl)-8-methylimidazo[1,2-1]pyridine. RXN SMILES: [CH:1]([NH:4][CH:5]([CH3:7])[CH3:6])([CH3:3])[CH3:2].Cl[CH2:9][CH2:10][O:11][C:12]1[CH:17]=[CH:16][C:15]([C:18]2[N:19]=[C:20]3[C:25]([CH3:26])=[CH:24][CH:23]=[CH:22][N:21]3[CH:27]=2)=[CH:14][CH:13]=1.BrCCCl>>[CH:1]([N:4]([CH2:9][CH2:10][O:11][C:12]1[CH:17]=[CH:16][C:15]([C:18]2[N:19]=[C:20]3[C:25]([CH3:26])=[CH:24][CH:23]=[CH:22][N:21]3[CH:27]=2)=[CH:14][CH:13]=1)[CH:5]([CH3:7])[CH3:6])([CH3:3])[CH3:2]. Procedure: The title compound was prepared by condensing di-iso-propylamine with 2-(4-chloroethoxyphenyl)-8-methylimidazo[1,2-a]pyridine. 2-(4-Chloroethoxyphenyl)-8-methylimidazo[1,2-1]pyridine was prepared according the procedure described in Example 1 above using 1-bromo-2-chloroethane in place of 1-bromo-3-chloropropane. Analysis Calc'd for C22H29N3O 3HCl; C, 7.16; H, 55.18; N, 8.77. Found: C, 7.13; H, 55.56; N, 8.8. The reactants are C1(CCCC1)[Mg]Br (cyclopentylmagnesium bromide), ClC1=NC2=CC=CC=C2C=C1 (2-chloroquinoline). Reagents/catalysts: C1=CC=C(C=C1)P(CCP(C2=CC=CC=C2)C3=CC=CC=C3)C4=CC=CC=C4.Cl[Ni]Cl ([1,2-bis(diphenylphosphino)-ethane]dichloronickel(II)). Solvent: C(C)OCC (diethyl ether), C(C)OCC (diethyl ether), [Cl-].[NH4+] (ammonium chloride). Run at temperature 0 celsius, time 30 minute. Yields the product C1(CCCC1)C1=NC2=CC=CC=C2C=C1 (2-cyclopentylquinoline). Yield: 100.8%. As a reaction SMILES: Cl[C:2]1[CH:11]=[CH:10][C:9]2[C:4](=[CH:5][CH:6]=[CH:7][CH:8]=2)[N:3]=1.[CH:12]1([Mg]Br)[CH2:16][CH2:15][CH2:14][CH2:13]1>C(OCC)C.[Cl-].[NH4+].C1C=CC(P(C2C=CC=CC=2)CCP(C2C=CC=CC=2)C2C=CC=CC=2)=CC=1.Cl[Ni]Cl>[CH:12]1([C:2]2[CH:11]=[CH:10][C:9]3[C:4](=[CH:5][CH:6]=[CH:7][CH:8]=3)[N:3]=2)[CH2:16][CH2:15][CH2:14][CH2:13]1 |f:3.4,5.6|. Reported procedure: To a solution of 2-chloroquinoline (8.2 g, 50 mmol) and [1,2-bis(diphenylphosphino)-ethane]dichloronickel(II) (200 mg, 0.38 mmol) in diethyl ether (20 ml) cooled in a ice/methanol bath was added cyclopentylmagnesium bromide (2 M solution in diethyl ether; 25.5 ml, 51 mmol) over a period of 15 minutes. The resulting brown solution was then stirred for 30 minutes, the ice bath removed and the mixture stirred for a further 10 minutes. The reaction mixture was then re-cooled to 0° C. and a saturated... Reactants: [Br-], [Br-], CC(C)(C)OC(=O)N1CCC(c2ccc(CCCOCc3ccccc3)nc2)C(OCc2ccc3ccccc3c2)C1, [Zn+2]. Product: c1ccc(COCCCc2ccc(C3CCNCC3OCc3ccc4ccccc4c3)cn2)cc1. RXN SMILES: [Br-:43].[Br-:45].[CH2:1]([c:2]1[cH:3][cH:4][cH:5][cH:6][cH:7]1)[O:8][CH2:9][CH2:10][CH2:11][c:12]1[cH:13][cH:14][c:15]([CH:18]2[CH:19]([O:31][CH2:32][c:33]3[cH:34][c:35]4[cH:36][cH:37][cH:38][cH:39][c:40]4[cH:41][cH:42]3)[CH2:20][N:21]([C:24]([O:25][C:26]([CH3:27])([CH3:28])[CH3:29])=[O:30])[CH2:22][CH2:23]2)[cH:16][n:17]1.[Zn+2:44]>>[CH2:1]([c:2]1[cH:3][cH:4][cH:5][cH:6][cH:7]1)[O:8][CH2:9][CH2:10][CH2:11][c:12]1[cH:13][cH:14][c:15]([CH:18]2[CH:19]([O:31][CH2:32][c:33]3[cH:34][c:35]4[cH:36][cH:37][cH:38][cH:39][c:40]4[cH:41][cH:42]3)[CH2:20][NH:21][CH2:22][CH2:23]2)[cH:16][n:17]1. The reactants are CC(C)N(C(=O)c1ccc(Br)cc1B(O)O)C(C)C, O=C([O-])[O-], CCCCOc1nc(C)cc(N)c1I, [Cs+], [Cs+], C1COCCO1, O. Yields the product CCCCOc1nc(C)cc(N)c1-c1cc(Br)ccc1C(=O)N(C(C)C)C(C)C. As a reaction SMILES: [Br:1][c:2]1[cH:3][cH:4][c:5]([C:11](=[O:12])[N:13]([CH:14]([CH3:15])[CH3:16])[CH:17]([CH3:18])[CH3:19])[c:6]([B:8]([OH:9])[OH:10])[cH:7]1.[C:34](=[O:35])([O-:36])[O-:37].[CH2:20]([CH2:21][CH2:22][CH3:23])[O:24][c:25]1[n:26][c:27]([CH3:33])[cH:28][c:29]([NH2:32])[c:30]1[I:31].[Cs+:38].[Cs+:39].[O:40]1[CH2:41][CH2:42][O:43][CH2:44][CH2:45]1.[OH2:46]>>[Br:1][c:2]1[cH:3][cH:4][c:5]([C:11](=[O:12])[N:13]([CH:14]([CH3:15])[CH3:16])[CH:17]([CH3:18])[CH3:19])[c:6](-[c:30]2[c:25]([O:24][CH2:20][CH2:21][CH2:22][CH3:23])[n:26][c:27]([CH3:33])[cH:28][c:29]2[NH2:32])[cH:7]1. The reactants are ClC(=O)OC1=CC=C(C=C1)[N+](=O)[O-] (4-nitrophenyl chloroformate), COC(=O)C=1C(N=C(NC1C)OC)C1=CC=C(C=C1)C#N (4-(4-Cyanophenyl)-2-methoxy-6-methyl-1,4-dihydropyrimidine-5-carboxylic acid methyl ester). The solvent is C(Cl)Cl (DCM), C(Cl)Cl (DCM), N1=CC=CC=C1 (pyridine). Reaction conditions: temperature 0 celsius, time 1 hour. Yields the product [N+](=O)([O-])C1=CC=C(C=C1)OC(=O)N1C(=NC(=C(C1C1=CC=C(C=C1)C#N)C(=O)OC)C)OC (6-(4-Cyanophenyl)-2-methoxy-4-methyl-6H-pyrimidine-1,5-dicarboxylic acid 5-methyl ester 1-(4-nitrophenyl) ester). Reaction SMILES: [CH3:1][O:2][C:3]([C:5]1[CH:6]([C:14]2[CH:19]=[CH:18][C:17]([C:20]#[N:21])=[CH:16][CH:15]=2)[N:7]=[C:8]([O:12][CH3:13])[NH:9][C:10]=1[CH3:11])=[O:4].Cl[C:23]([O:25][C:26]1[CH:31]=[CH:30][C:29]([N+:32]([O-:34])=[O:33])=[CH:28][CH:27]=1)=[O:24]>C(Cl)Cl.N1C=CC=CC=1>[N+:32]([C:29]1[CH:28]=[CH:27][C:26]([O:25][C:23]([N:7]2[CH:6]([C:14]3[CH:15]=[CH:16][C:17]([C:20]#[N:21])=[CH:18][CH:19]=3)[C:5]([C:3]([O:2][CH3:1])=[O:4])=[C:10]([CH3:11])[N:9]=[C:8]2[O:12][CH3:13])=[O:24])=[CH:31][CH:30]=1)([O-:34])=[O:33]. Procedure details: Intermediate 4 (1.56 g, 5.46 mmol) was dissolved in a mixture of DCM (25 mL) and pyridine (10 mL) and cooled using an ice bath. A solution of 4-nitrophenyl chloroformate (705 mg, 3.50 mmol) in DCM (25 mL) was added over 30 minutes. The reaction mixture was stirred for 1 hour at 0° C. and then the solvent was removed in vacuo. The resulting residue was purified by silica gel chromatography eluting with a gradient of 0-20% EtOAc in cyclohexane to gave the title compound as a yellow solid. The prod...